This data is from the Open Reaction Database (ORD), a public repository of structured organic reaction records. The task is: describe an organic reaction: reactants, conditions, products, and yield The reactants are IC1=CC(=C(C=C1)N=C1SC2(CN1)CCCC2)CCC (2-(4-iodo-2-n-propylphenylimino)-1-thia-3-azaspiro[4.4]nonane), C1(CCCC1)Br (cyclopentyl bromide). Product: C1(CCCC1)N1C(SC2(C1)CCCC2)=NC2=C(C=C(C=C2)I)CCC (3-cyclopentyl-2-(4-iodo-2-n-propylphenylimino)-1-thia-3-azaspiro[4.4]nonane). As a reaction SMILES: [I:1][C:2]1[CH:7]=[CH:6][C:5]([N:8]=[C:9]2[NH:13][CH2:12][C:11]3([CH2:17][CH2:16][CH2:15][CH2:14]3)[S:10]2)=[C:4]([CH2:18][CH2:19][CH3:20])[CH:3]=1.[CH:21]1(Br)[CH2:25][CH2:24][CH2:23][CH2:22]1>>[CH:21]1([N:13]2[CH2:12][C:11]3([CH2:17][CH2:16][CH2:15][CH2:14]3)[S:10][C:9]2=[N:8][C:5]2[CH:6]=[CH:7][C:2]([I:1])=[CH:3][C:4]=2[CH2:18][CH2:19][CH3:20])[CH2:25][CH2:24][CH2:23][CH2:22]1. Procedure details: 2-n-Propylaniline was converted to 4-iodo-2-n-propylaniline according to Method A5a. The aniline was converted to 4-iodo-2-n-propylphenyl isothiocyanate according to Method A2b. 1-Amino-1-(hydroxymethyl)cyclopentane was synthesized as described in Method B1c. The 2-hydroxyethylamine was reacted with SOCl2 according to Method B7a to give 1-amino-1-(chloromethyl)cyclopentane HCl salt. The 2-chloroethylamine was reacted with 4-iodo-2-n-propylphenyl isothiocyanate according to Method C1a to give 2-(... Reactants: CC(N)=O, CN(C)C=O, [Cl-], [H-], O=C(O)c1cncc([N+](=O)[O-])c1, [Na+]. Yields the product CC(=O)NC(=O)c1cncc([N+](=O)[O-])c1. Reaction SMILES: [CH3:1][C:2]([NH2:3])=[O:4].[CH3:20][N:21]([CH3:22])[CH:23]=[O:24].[Cl-:7].[H-:6].[N+:8](=[O:9])([O-:10])[c:11]1[cH:12][n:13][cH:14][c:15]([C:16](=[O:17])[OH:18])[cH:19]1.[Na+:5]>>[CH3:1][C:2]([NH:3][C:16]([c:15]1[cH:14][n:13][cH:12][c:11]([N+:8](=[O:9])[O-:10])[cH:19]1)=[O:18])=[O:4]. Reactants: C(C1=CC=CC=C1)N1CC(CC1)OC(CCC)=O ((RS)-N-benzyl-3-butyryloxypyrrolidine), Cl (HCl). Solvent: P(=O)([O-])([O-])[O-] (phosphate). The product is C(C1=CC=CC=C1)N1C[C@H](CC1)OC(CCC)=O ((S)-N-benzyl-3-butyryloxypyrrolidine). Yield: 49.5%. As a reaction SMILES: [CH2:1]([N:8]1[CH2:12][CH2:11][CH:10]([O:13][C:14](=[O:18])[CH2:15][CH2:16][CH3:17])[CH2:9]1)[C:2]1[CH:7]=[CH:6][CH:5]=[CH:4][CH:3]=1.Cl>P([O-])([O-])([O-])=O>[CH2:1]([N:8]1[CH2:12][CH2:11][C@H:10]([O:13][C:14](=[O:18])[CH2:15][CH2:16][CH3:17])[CH2:9]1)[C:2]1[CH:3]=[CH:4][CH:5]=[CH:6][CH:7]=1. Procedure: First, 0.1 g of lipoprotein lipase (LPL Amano 3, derived from a Pseudomonas strain and available from Amano Seiyaku, Inc.) and 10 g of the racemate (RS)-N-benzyl-3-butyryloxypyrrolidine were added to 100 ml of 0.1 M phosphate buffer solution (pH 7.0). After adjustment of the mixture to pH 7.0 by the addition of HCl, this mixture was allowed to react at 40° C. with agitation for 28 hours. The reaction mixture was extracted three times with 100-ml portions of hexane, and the solvent was removed fr... Starting materials: C[O-], CO, COC(=O)c1cccc(-n2ccc(C=O)c2)c1, Cl, NO, [Na+]. Yields the product COC(=O)c1cccc(-n2ccc(C=NO)c2)c1. Reaction SMILES: [CH3:21][O-:22].[CH3:24][OH:25].[CH:1](=[O:2])[c:3]1[cH:4][n:5](-[c:8]2[cH:9][c:10]([C:11](=[O:12])[O:13][CH3:14])[cH:15][cH:16][cH:17]2)[cH:6][cH:7]1.[ClH:18].[NH2:19][OH:20].[Na+:23]>>[CH:1]([c:3]1[cH:4][n:5](-[c:8]2[cH:9][c:10]([C:11](=[O:12])[O:13][CH3:14])[cH:15][cH:16][cH:17]2)[cH:6][cH:7]1)=[N:19][OH:20]. The reactants are [BH4-], CCC(CC)Oc1cc(C)nc(Oc2c(C)cc(C=O)cc2C)c1C, CO, [Na+]. Product: CCC(CC)Oc1cc(C)nc(Oc2c(C)cc(CO)cc2C)c1C. RXN SMILES: [BH4-:26].[CH2:1]([CH3:2])[CH:3]([CH2:4][CH3:5])[O:6][c:7]1[c:8]([CH3:25])[c:9]([O:14][c:15]2[c:16]([CH3:24])[cH:17][c:18]([CH:19]=[O:20])[cH:21][c:22]2[CH3:23])[n:10][c:11]([CH3:13])[cH:12]1.[CH3:28][OH:29].[Na+:27]>>[CH2:1]([CH3:2])[CH:3]([CH2:4][CH3:5])[O:6][c:7]1[c:8]([CH3:25])[c:9]([O:14][c:15]2[c:16]([CH3:24])[cH:17][c:18]([CH2:19][OH:20])[cH:21][c:22]2[CH3:23])[n:10][c:11]([CH3:13])[cH:12]1. Starting materials: C(C(C)(C)C)(=O)OC1=CC2=C(C(=CS2)CC(=O)OC)C(=C1)C=O (4-formyl-3-(2-methoxy-2-oxoethyl)-1-benzothiophen-6-yl pivalate), CC(=O)C (acetone), [O-][Mn](=O)(=O)=O.[K+] (KMnO4). Solvent: O (water), O (water). Run at time 1 hour. The product is CC(C(=O)OC=1C=C2C(C(=CS2)CC(=O)OC)=C(C1)C(=O)O)(C)C (6-((2,2-Dimethylpropanoyl)oxy)-3-(2-methoxy-2-oxoethyl)-1-benzothiophene-4-carboxylic acid). As a reaction SMILES: [C:1]([O:7][C:8]1[CH:21]=[C:20]([CH:22]=[O:23])[C:11]2[C:12]([CH2:15][C:16]([O:18][CH3:19])=[O:17])=[CH:13][S:14][C:10]=2[CH:9]=1)(=[O:6])[C:2]([CH3:5])([CH3:4])[CH3:3].CC(C)=[O:26].[O-][Mn](=O)(=O)=O.[K+]>O>[CH3:3][C:2]([CH3:4])([CH3:5])[C:1]([O:7][C:8]1[CH:9]=[C:10]2[S:14][CH:13]=[C:12]([CH2:15][C:16]([O:18][CH3:19])=[O:17])[C:11]2=[C:20]([C:22]([OH:26])=[O:23])[CH:21]=1)=[O:6] |f:2.3|. Procedure: To a mixture of 4-formyl-3-(2-methoxy-2-oxoethyl)-1-benzothiophen-6-yl pivalate (150 mg), acetone (1 mL) and water (1 mL) was added KMnO4 (85 mg, 0.54 mmol) at room temperature. The mixture was stirred at room temperature for 1 h. The mixture was poured into water at room temperature and extracted with EtOAc. The organic layer was separated, washed successively with water and brine, dried over MgSO4 and concentrated in vacuo. The residue was purified by silica gel column chromatography (EtOAc/he... Reactants: C1CCOC1, CC(N)c1ccc(F)cc1, O=[N+]([O-])c1cc(F)c(F)nc1F. Yields the product CC(Nc1nc(F)c(F)cc1[N+](=O)[O-])c1ccc(F)cc1. RXN SMILES: [CH2:23]1[O:24][CH2:25][CH2:26][CH2:27]1.[F:13][c:14]1[cH:15][cH:16][c:17]([CH:20]([CH3:21])[NH2:22])[cH:18][cH:19]1.[F:1][c:2]1[n:3][c:4]([F:12])[c:5]([N+:9](=[O:10])[O-:11])[cH:6][c:7]1[F:8]>>[F:1][c:2]1[n:3][c:4]([NH:22][CH:20]([c:17]2[cH:16][cH:15][c:14]([F:13])[cH:19][cH:18]2)[CH3:21])[c:5]([N+:9](=[O:10])[O-:11])[cH:6][c:7]1[F:8].